This data is from the Open Reaction Database (ORD), a public repository of structured organic reaction records. The task is: describe an organic reaction: reactants, conditions, products, and yield The reactants are COC([C@H]1N(C[C@@H](C1)O[Si](C)(C)C(C)(C)C)C(=O)OCC1=CC=CC=C1)=O (trans-1-benzyloxycarbonyl-4-t-butyldimethylsilyloxy-L-proline methyl ester), Cl (hydrochloric acid), [Cl-].[Ca+2].[Cl-] (calcium chloride), [BH4-].[Na+] (sodium borohydride), resultant suspension. Solvent: O (water), C(C)O (ethanol), C(C)O (ethanol). Run at time 2 hour. Yields the product C(C1=CC=CC=C1)OC(=O)N1[C@@H](C[C@H](C1)O[Si](C)(C)C(C)(C)C)CO ((2S,4R)-1-benzyloxycarbonyl-2-hydroxymethyl-4-t-butyldimethylsilyloxypyrrolidine). Reaction SMILES: [Cl-].[Ca+2].[Cl-].[BH4-].[Na+].C[O:7][C:8](=O)[C@@H:9]1[CH2:13][C@@H:12]([O:14][Si:15]([C:18]([CH3:21])([CH3:20])[CH3:19])([CH3:17])[CH3:16])[CH2:11][N:10]1[C:22]([O:24][CH2:25][C:26]1[CH:31]=[CH:30][CH:29]=[CH:28][CH:27]=1)=[O:23].Cl>C(O)C.O>[CH2:25]([O:24][C:22]([N:10]1[CH2:11][C@H:12]([O:14][Si:15]([C:18]([CH3:19])([CH3:20])[CH3:21])([CH3:17])[CH3:16])[CH2:13][C@H:9]1[CH2:8][OH:7])=[O:23])[C:26]1[CH:31]=[CH:30][CH:29]=[CH:28][CH:27]=1 |f:0.1.2,3.4|. Procedure details: To a suspension of calcium chloride (53.55 g) in dry ethanol (455 ml), sodium borohydride (26.6 g) was added under nitrogen stream while ice-cooling, and the resultant suspension was stirred at the same temperature for 1 hour. A solution of trans-1-benzyloxycarbonyl-4-t-butyldimethylsilyloxy-L-proline methyl ester (68.87 g) in dry ethanol (200 ml) was added thereto while ice-cooling, and the resulting mixture was stirred at the same temperature for 1 hour and at 25° to 30° C. for 2 hours. The re... Reactants: NC=1C=CC2=C(N(CCO2)C=2SC=3C(NC(CC3N2)(C)C)=O)C1 (2-(6-Amino-2,3-dihydrobenzo[1,4]oxazin-4-yl)-6,6-dimethyl-6,7-dihydro-[1,3]thiazolo[5,4-c]pyridin-4(5H)-one), C1CC(=O)N(C1=O)Br (NBS), O (Water). The solvent is C(Cl)Cl (DCM). Run at time 1 hour. The product is NC=1C(=CC2=C(N(CCO2)C=2SC=3C(NC(CC3N2)(C)C)=O)C1)Br (2-(6-Amino-7-bromo-2,3-dihydro-4H-1,4-benzoxazin-4-yl)-6,6-dimethyl-6,7-dihydro[1,3]thiazolo[5,4-c]pyridin-4(5H)-one). The yield is 12.2%. Reaction SMILES: [NH2:1][C:2]1[CH:3]=[CH:4][C:5]2[O:10][CH2:9][CH2:8][N:7]([C:11]3[S:12][C:13]4[C:14](=[O:22])[NH:15][C:16]([CH3:21])([CH3:20])[CH2:17][C:18]=4[N:19]=3)[C:6]=2[CH:23]=1.C1C(=O)N([Br:31])C(=O)C1.O>C(Cl)Cl>[NH2:1][C:2]1[C:3]([Br:31])=[CH:4][C:5]2[O:10][CH2:9][CH2:8][N:7]([C:11]3[S:12][C:13]4[C:14](=[O:22])[NH:15][C:16]([CH3:21])([CH3:20])[CH2:17][C:18]=4[N:19]=3)[C:6]=2[CH:23]=1. Procedure details: To a stirred solution of Example 42 (0.04 g, 0.12 mmol) in DCM (1 mL) was added NBS (0.02 g, 0.12 mmol) and the reaction mixture stirred for 1 h at r.t. Water (2 mL) was added, the layers were separated and the organic fraction was concentrated in vacuo. Purification by preparative HPLC (Method 6) gave the title compound (0.006 g, 12%) as a white solid. δH (CDCl3) 7.56 (1H, s), 7.05 (1H, s), 5.30 (1H, s), 4.29-4.23 (2H, m), 4.11-4.05 (2H, m), 2.88 (2H, s), 1.40 (6H, s). LCMS (ES+) 409.2 and 411.... Starting materials: NC1=CC(=NC(=C1F)Cl)C(=O)OC (Methyl 4-amino-6-chloro-5-fluoropicolinate), BrN1C(=O)N(C(=O)C1(C)C)Br (1,3-dibromo-5,5-dimethylhydantoin), OS(=O)[O-].[Na+] (NaHSO3), CCOC(=O)C (EtOAc). The solvent is ClCCCl (1,2-dichloroethane). Reaction conditions: temperature 83 celsius. Yields the product NC1=C(C(=NC(=C1F)Cl)C(=O)OC)Br (Methyl 4-amino-3-bromo-6-chloro-5-fluoropicolinate). The yield is 60.5%. As a reaction SMILES: [NH2:1][C:2]1[C:7]([F:8])=[C:6]([Cl:9])[N:5]=[C:4]([C:10]([O:12][CH3:13])=[O:11])[CH:3]=1.[Br:14]N1C(C)(C)C(=O)N(Br)C1=O.OS([O-])=O.[Na+].CCOC(C)=O>ClCCCl>[NH2:1][C:2]1[C:7]([F:8])=[C:6]([Cl:9])[N:5]=[C:4]([C:10]([O:12][CH3:13])=[O:11])[C:3]=1[Br:14] |f:2.3|. Procedure details: Methyl 4-amino-6-chloro-5-fluoropicolinate (1.0 g, 4.9 mmol) was combined with 1,3-dibromo-5,5-dimethylhydantoin (1.7 g, 5.9 mmol) in 1,2-dichloroethane (15 mL) and heated at reflux (83° C.) for 4 h. The cooled mixture was stirred with 10% NaHSO3 solution and EtOAc (30 mL). The organic phase was separated, washed with water (2×20 mL), brine (10 mL), dried (Na2SO4) and concentrated. The residue was purified by silica gel chromatography (5-50% EtOAc-hexane) to give an orange solid (840 mg, 61%): m... Yields the product N#Cc1cccc2c(S(=O)(=O)N3CCOCC3)c(C(N)=O)[nH]c12. As a reaction SMILES: [CH3:33][S:34]([CH3:35])=[O:36].[Cu:1][C:2]#[N:3].[N:26]([O:27][C:28]([CH3:29])([CH3:30])[CH3:31])=[O:32].[NH2:4][c:5]1[cH:6][cH:7][cH:8][c:9]2[c:10]([S:17](=[O:18])(=[O:19])[N:20]3[CH2:21][CH2:22][O:23][CH2:24][CH2:25]3)[c:11]([C:14](=[O:15])[NH2:16])[nH:12][c:13]12>>[C:2](#[N:3])[c:5]1[cH:6][cH:7][cH:8][c:9]2[c:10]([S:17](=[O:18])(=[O:19])[N:20]3[CH2:21][CH2:22][O:23][CH2:24][CH2:25]3)[c:11]([C:14](=[O:15])[NH2:16])[nH:12][c:13]12. Starting materials: CS(C)=O, N#C[Cu], CC(C)(C)ON=O, NC(=O)c1[nH]c2c(N)cccc2c1S(=O)(=O)N1CCOCC1. Reactants: Cl (hydrochloric acid), COC1=CC(=C(C=C1)NC(OC(C)(C)C)=O)C (tert-butyl (4-methoxy-2-methylphenyl)carbamate), C(C)(CC)[Li] (sec-butyllithium), CC(C=O)(C)C (trimethylacetaldehyde). The solvent is O (Water), O1CCCC1 (tetrahydrofuran), O1CCCC1 (tetrahydrofuran). Reaction conditions: time 15 minute. Yields the product C(C)(C)(C)OC(NC1=C(C=C(C=C1)OC)CC(C(C)(C)C)O)=O (tert-Butyl[4-methoxy-2-(2-hydroxy-3,3-dimethylbutyl)phenyl]carbamate). Reaction SMILES: [CH3:1][O:2][C:3]1[CH:8]=[CH:7][C:6]([NH:9][C:10](=[O:16])[O:11][C:12]([CH3:15])([CH3:14])[CH3:13])=[C:5]([CH3:17])[CH:4]=1.C([Li])(CC)C.[CH3:23][C:24]([CH3:28])([CH3:27])[CH:25]=[O:26].Cl>O1CCCC1.O>[C:12]([O:11][C:10](=[O:16])[NH:9][C:6]1[CH:7]=[CH:8][C:3]([O:2][CH3:1])=[CH:4][C:5]=1[CH2:17][CH:25]([OH:26])[C:24]([CH3:28])([CH3:27])[CH3:23])([CH3:13])([CH3:14])[CH3:15]. Reported procedure: To a solution of tert-butyl (4-methoxy-2-methylphenyl)carbamate (475 mg) in tetrahydrofuran (7 mL) was added dropwise sec-butyllithium (1.04 mol/L hexane-cyclohexane solution, 4.3 mL) at −40° C. under an argon atmosphere, and the mixture was stirred for 15 minutes. Then a solution of trimethylacetaldehyde (0.287 mL) in tetrahydrofuran (1 mL) was added dropwise, and the mixture was stirred at −40° C. for 15 minutes and at room temperature for additional one hour. Water and μmol/L hydrochloric aci... The reactants are C1(=CC=CC=C1)C=1N=C(N(C1)C(C1=CC=CC=C1)(C1=CC=CC=C1)C1=CC=CC=C1)C=O (4-phenyl-1-trityl-1H-imidazole-2-carbaldehyde), FC(C(=O)O)(F)F (2,2,2-trifluoroacetic acid). Solvent: C(Cl)Cl (DCM). Conditions: time 30 minute. Product: C1(=CC=CC=C1)C=1N=C(NC1)C=O (4-phenyl-1H-imidazole-2-carbaldehyde). The yield is 92.9%. As a reaction SMILES: [C:1]1([C:7]2[N:8]=[C:9]([CH:31]=[O:32])[N:10](C(C3C=CC=CC=3)(C3C=CC=CC=3)C3C=CC=CC=3)[CH:11]=2)[CH:6]=[CH:5][CH:4]=[CH:3][CH:2]=1.FC(F)(F)C(O)=O>C(Cl)Cl>[C:1]1([C:7]2[N:8]=[C:9]([CH:31]=[O:32])[NH:10][CH:11]=2)[CH:2]=[CH:3][CH:4]=[CH:5][CH:6]=1. Procedure: To a solution of 4-phenyl-1-trityl-1H-imidazole-2-carbaldehyde (414 mg, 1 mmol) in DCM (10 mL) was added 2,2,2-trifluoroacetic acid (1 mL). After stirring at room temperature for 30 minutes, the solvent was removed in vacuo. The resulting residue was diluted with DCM (50 mL) and saturated sodium bicarbonate (50 mL). The aqueous layer was extracted with DCM (2×50 mL). The combined organic layers were dried over sodium sulfate, filtered, concentrated and then purified by column chromatography to g...